Dataset: the Open Reaction Database (ORD), a public repository of structured organic reaction records. Task: describe an organic reaction: reactants, conditions, products, and yield Reactants: OCC(CN(C1=C(C=CC=C1C)C)S(=O)(=O)C)=O (N-(3-hydroxy-2-oxopropyl)-2',6'-dimethylmethanesulphonanilide), N1=CC=CC=C1 (pyridine), O (Water), anhydride. As a reaction SMILES: [OH:1][CH2:2][C:3](=[O:18])[CH2:4][N:5]([S:14]([CH3:17])(=[O:16])=[O:15])[C:6]1[C:11]([CH3:12])=[CH:10][CH:9]=[CH:8][C:7]=1[CH3:13].[OH2:19].N1[CH:25]=[CH:24]C=CC=1>C(OC(=O)C)(=O)C.C(Cl)(Cl)Cl>[C:24]([O:1][CH2:2][C:3](=[O:18])[CH2:4][N:5]([S:14]([CH3:17])(=[O:16])=[O:15])[C:6]1[C:11]([CH3:12])=[CH:10][CH:9]=[CH:8][C:7]=1[CH3:13])(=[O:19])[CH3:25]. Conditions: time 20 hour. Reported procedure: A solution of N-(3-hydroxy-2-oxopropyl)-2',6'-dimethylmethanesulphonanilide (2.8 g) in pyridine (5 ml) and acetic anhydride (5 ml) was allowed to stand at room temperature for 20 hours. Water was added to decompose excess anhydride, and the oily product was extracted into ether. The ether solution was washed successively with dilute hydrochloric acid and sodium bicarbonate solution, dried (MgSO4), and evaporated to give a yellow oil. A solution of this oil in chloroform was percolated through a ... Run in C(C)(=O)OC(C)=O (acetic anhydride), C(Cl)(Cl)Cl (chloroform). Product: C(C)(=O)OCC(CN(C1=C(C=CC=C1C)C)S(=O)(=O)C)=O (N-(3-acetoxy-2-oxopropyl)-2',6'-dimethylmethanesulphonanilide). The reactants are Cl.CNCCC#N (3-methylaminopropionitrile hydrochloride), ClC1=NC(N=C1Cl)=C(Cl)Cl (4,5-dichloro-2-dichloromethylene-imidazole), O1CCOCC1 (dioxane). Yields the product C(#N)CCN(C(=O)C=1NC(=C(N1)Cl)Cl)C (4,5-dichloroimidazole-2-carboxylic acid N-(2-cyanoethyl)-N-methylamide). Isolated yield 67.0%. As a reaction SMILES: Cl.[CH3:2][NH:3][CH2:4][CH2:5][C:6]#[N:7].[Cl:8][C:9]1[C:13]([Cl:14])=[N:12][C:11](=[C:15](Cl)Cl)[N:10]=1.[O:18]1CCOCC1>>[C:6]([CH2:5][CH2:4][N:3]([CH3:2])[C:15]([C:11]1[NH:12][C:13]([Cl:14])=[C:9]([Cl:8])[N:10]=1)=[O:18])#[N:7] |f:0.1|. Reported procedure: 24 g (0.2 mol) of 3-methylaminopropionitrile hydrochloride were added to a solution of 21.8 g (0.1 mol) of 4,5-dichloro-2-dichloromethylene-imidazole in 100 ml of dioxane and the mixture was heated to the reflux temperature for two hours, while stirring. After cooling, the product was precipitated with water, filtered off, washed with water and dried. In this way, 16.5 g (67% of theory) of 4,5-dichloroimidazole-2-carboxylic acid N-(2-cyanoethyl)-N-methylamide were obtained. Melting point: 184° C... The reactants are COC1=CC=C(C=C1)/C(/C#N)=C/C1=CC=C(C=C1)OC ((2Z)-2,3-bis(4-methoxyphenyl)prop-2-enenitrile). The solvent is ClCCCl (1,2-dichloroethane). Yields the product OC1=CC=C(C=C1)/C(/C#N)=C/C1=CC=C(C=C1)O ((2Z)-2,3-bis(4-hydroxyphenyl)-prop-2-enenitrile). The yield is 64.9%. As a reaction SMILES: C[O:2][C:3]1[CH:8]=[CH:7][C:6](/[C:9](=[CH:12]/[C:13]2[CH:18]=[CH:17][C:16]([O:19]C)=[CH:15][CH:14]=2)/[C:10]#[N:11])=[CH:5][CH:4]=1>ClCCCl>[OH:2][C:3]1[CH:8]=[CH:7][C:6](/[C:9](=[CH:12]/[C:13]2[CH:14]=[CH:15][C:16]([OH:19])=[CH:17][CH:18]=2)/[C:10]#[N:11])=[CH:5][CH:4]=1. Procedure: The procedure of Preparation Example 2 was repeated, except that 224 mg of (2Z)-2,3-bis(4-methoxyphenyl)prop-2-enenitrile was used in place of 4′-methoxy-2-biphenylacetonitrile, and 1,2-dichloroethane was used in place of methylene chloride. The resulting crude product was purified by TLC (using a 3:1 mixture of chloroform and acetone as the developing solvent) to obtain 130 mg of (2Z)-2,3-bis(4-hydroxyphenyl)-prop-2-enenitrile. The reactants are NC[C@@H]1CN(CCO[C@H]1C1=CC(=C(C=C1)Cl)F)C(=O)OC(C)(C)C (tert-butyl (6R,7R)-6-(aminomethyl)-7-(4-chloro-3-fluorophenyl)-1,4-oxazepane-4-carboxylate), ClC=1OC=2C(N1)=C(C=CC2)C#N (2-chloro-1,3-benzoxazole-4-carbonitrile). Product: ClC1=C(C=C(C=C1)[C@H]1[C@@H](CN(CCO1)C(=O)OC(C)(C)C)CNC=1OC2=C(N1)C(=CC=C2)C#N)F (tert-butyl (6R,7R)-7-(4-chloro-3-fluorophenyl)-6-{[(4-cyano-1,3-benzoxazol-2-yl)amino]methyl}-1,4-oxazepane-4-carboxylate). Reaction SMILES: [NH2:1][CH2:2][C@H:3]1[C@H:9]([C:10]2[CH:15]=[CH:14][C:13]([Cl:16])=[C:12]([F:17])[CH:11]=2)[O:8][CH2:7][CH2:6][N:5]([C:18]([O:20][C:21]([CH3:24])([CH3:23])[CH3:22])=[O:19])[CH2:4]1.Cl[C:26]1[O:27][C:28]2[C:29](=[C:31]([C:35]#[N:36])[CH:32]=[CH:33][CH:34]=2)[N:30]=1>>[Cl:16][C:13]1[CH:14]=[CH:15][C:10]([C@@H:9]2[O:8][CH2:7][CH2:6][N:5]([C:18]([O:20][C:21]([CH3:24])([CH3:23])[CH3:22])=[O:19])[CH2:4][C@H:3]2[CH2:2][NH:1][C:26]2[O:27][C:28]3[CH:34]=[CH:33][CH:32]=[C:31]([C:35]#[N:36])[C:29]=3[N:30]=2)=[CH:11][C:12]=1[F:17]. Reported procedure: Using tert-butyl (6R,7R)-6-(aminomethyl)-7-(4-chloro-3-fluorophenyl)-1,4-oxazepane-4-carboxylate and 2-chloro-1,3-benzoxazole-4-carbonitrile, and in the same manner as in Example 391, step A, the title compound was obtained.